Dataset: the Open Reaction Database (ORD), a public repository of structured organic reaction records. Task: describe an organic reaction: reactants, conditions, products, and yield Reactants: [Na+].ClCC(=O)[O-] (chloroacetic acid sodium salt), Cl (hydrochloric acid), [H-].[Na+] (Sodium hydride), CC(C)(C)C=1C=C(C=C(C1)C(C)(C)C)S[C@H]1[C@@H](CCCC1)O (trans-2-[[3,5-bis(1,1-dimethylethyl)phenyl]thio]cyclohexanol). Solvent: O (H2O), O1CCCC1 (tetrahydrofuran), O (Water). Reaction conditions: time 1.5 hour. The product is CC(C)(C)C=1C=C(C=C(C1)C(C)(C)C)S[C@H]1[C@@H](CCCC1)OCC(=O)O (trans-[[2-[[3,5-bis(1,1-dimethylethyl)phenyl]thio]cyclohexyl]oxy]acetic acid). RXN SMILES: [H-].[Na+].[CH3:3][C:4]([C:7]1[CH:8]=[C:9]([S:17][C@@H:18]2[CH2:23][CH2:22][CH2:21][CH2:20][C@H:19]2[OH:24])[CH:10]=[C:11]([C:13]([CH3:16])([CH3:15])[CH3:14])[CH:12]=1)([CH3:6])[CH3:5].[Na+].Cl[CH2:27][C:28]([O-:30])=[O:29].Cl>O1CCCC1.O>[CH3:16][C:13]([C:11]1[CH:10]=[C:9]([S:17][C@@H:18]2[CH2:23][CH2:22][CH2:21][CH2:20][C@H:19]2[O:24][CH2:27][C:28]([OH:30])=[O:29])[CH:8]=[C:7]([C:4]([CH3:3])([CH3:5])[CH3:6])[CH:12]=1)([CH3:14])[CH3:15] |f:0.1,3.4|. Procedure: Sodium hydride (0.33 g, 0.0138 mole) was added to a solution of trans-2-[[3,5-bis(1,1-dimethylethyl)phenyl]thio]cyclohexanol (3.4 g, 0.0106 mole) in tetrahydrofuran (50 ml) at 0° C. After stirring the reaction mixture for 1.5 hours, the tetrahydrofuran was removed by rotary evaporation. Dimethyl sulfoxide (75 ml) was added followed by chloroacetic acid sodium salt (1.48 g, 0.0127 mole), and the reaction mixture was stirred at room temperature for 10 days. Water (100 ml) was added dropwise to the... Starting materials: O=S1([C@@H]2CN([C@H](C1)C2)CCN[C@]21[C@@H]([C@H]3CC[C@@H]4[C@]5(CC=C(C([C@@H]5CC[C@]4([C@@]3(CC2)C)C)(C)C)C2=CC[C@H](CC2)C(=O)OCC2=CC=CC=C2)C)[C@@H](CC1)C(=C)C)=O ((S)-benzyl 4-((1R,3aS,5aR,5bR,7aR,11aS,11bR,13aR,13bR)-3a-((2-((1S,4S)-2,2-dioxido-2-thia-5-azabicyclo[2.2.1]heptan-5-yl)ethyl)amino)-5a,5b,8,8,11a-pentamethyl-1-(prop-1-en-2-yl)-2,3,3a,4,5,5a,5b,6,7,7a,8,11,11a,11b,12,13,13a,13b-octadecahydro-1H-cyclopenta[a]chrysen-9-yl)cyclohex-3-enecarboxylate), [OH-].[Na+] (sodium hydroxide). Solvent: C(C)#N (acetonitrile). Conditions: temperature 80 celsius. Yields the product O=S1([C@@H]2CN([C@H](C1)C2)CCN[C@]21[C@@H]([C@H]3CC[C@@H]4[C@]5(CC=C(C([C@@H]5CC[C@]4([C@@]3(CC2)C)C)(C)C)C2=CC[C@H](CC2)C(=O)O)C)[C@@H](CC1)C(=C)C)=O ((S)-4-((1R,3 aS,5aR,5bR,7aR,11aS,11bR,13aR,13bR)-3a-((2-((1S,4S)-2,2-dioxido-2-thia-5-azabicyclo[2.2.1]heptan-5-yl)ethyl)amino)-5a,5b,8,8,11a-pentamethyl-1-(prop-1-en-2-yl)-2,3,3a,4,5,5a,5b,6,7,7a,8,11,11a,11b,12,13,13a,13b-octadecahydro-1H-cyclopenta[a]chrysen-9-yl)cyclohex-3-enecarboxylic acid). The yield is 49.6%. Reaction SMILES: [O:1]=[S:2]1(=[O:57])[CH2:7][C@@H:6]2[CH2:8][C@H:3]1[CH2:4][N:5]2[CH2:9][CH2:10][NH:11][C@:12]12[CH2:53][CH2:52][C@@H:51]([C:54]([CH3:56])=[CH2:55])[C@@H:13]1[C@@H:14]1[C@@:27]([CH3:30])([CH2:28][CH2:29]2)[C@@:26]2([CH3:31])[C@@H:17]([C@:18]3([CH3:50])[C@@H:23]([CH2:24][CH2:25]2)[C:22]([CH3:33])([CH3:32])[C:21]([C:34]2[CH2:39][CH2:38][C@H:37]([C:40]([O:42]CC4C=CC=CC=4)=[O:41])[CH2:36][CH:35]=2)=[CH:20][CH2:19]3)[CH2:16][CH2:15]1.[OH-].[Na+]>C(#N)C>[O:57]=[S:2]1(=[O:1])[CH2:7][C@@H:6]2[CH2:8][C@H:3]1[CH2:4][N:5]2[CH2:9][CH2:10][NH:11][C@:12]12[CH2:53][CH2:52][C@@H:51]([C:54]([CH3:56])=[CH2:55])[C@@H:13]1[C@@H:14]1[C@@:27]([CH3:30])([CH2:28][CH2:29]2)[C@@:26]2([CH3:31])[C@@H:17]([C@:18]3([CH3:50])[C@@H:23]([CH2:24][CH2:25]2)[C:22]([CH3:32])([CH3:33])[C:21]([C:34]2[CH2:39][CH2:38][C@H:37]([C:40]([OH:42])=[O:41])[CH2:36][CH:35]=2)=[CH:20][CH2:19]3)[CH2:16][CH2:15]1 |f:1.2|. Procedure: A mixture of (S)-benzyl 4-((1R,3aS,5aR,5bR,7aR,11aS,11bR,13aR,13bR)-3a-((2-((1S,4S)-2,2-dioxido-2-thia-5-azabicyclo[2.2.1]heptan-5-yl)ethyl)amino)-5a,5b,8,8,11a-pentamethyl-1-(prop-1-en-2-yl)-2,3,3a,4,5,5a,5b,6,7,7a,8,11,11a,11b,12,13,13a,13b-octadecahydro-1H-cyclopenta[a]chrysen-9-yl)cyclohex-3-enecarboxylate (5 mg, 6.27 μmol) and sodium hydroxide (0.063 mL, 0.063 mmol) in acetonitrile (1 mL) was heated up at 80° C. for 3 hours. The reaction mixture was filtered and purified by HPLC to provide ... Starting materials: COC1CCNCC1, CCN(C(C)C)C(C)C, O=C(O)c1cc(F)cc(Cc2n[nH]c(=O)c3cccc(Cl)c23)c1, CN(C)C=O. The product is COC1CCN(C(=O)c2cc(F)cc(Cc3n[nH]c(=O)c4cccc(Cl)c34)c2)CC1. As a reaction SMILES: [CH3:24][O:25][CH:26]1[CH2:27][CH2:28][NH:29][CH2:30][CH2:31]1.[CH:32]([N:33]([CH2:34][CH3:35])[CH:36]([CH3:37])[CH3:38])([CH3:39])[CH3:40].[Cl:1][c:2]1[cH:3][cH:4][cH:5][c:6]2[c:7](=[O:23])[nH:8][n:9][c:10]([CH2:12][c:13]3[cH:14][c:15]([C:16](=[O:17])[OH:18])[cH:19][c:20]([F:22])[cH:21]3)[c:11]12.[O:41]=[CH:42][N:43]([CH3:44])[CH3:45]>>[Cl:1][c:2]1[cH:3][cH:4][cH:5][c:6]2[c:7](=[O:23])[nH:8][n:9][c:10]([CH2:12][c:13]3[cH:14][c:15]([C:16](=[O:18])[N:29]4[CH2:28][CH2:27][CH:26]([O:25][CH3:24])[CH2:31][CH2:30]4)[cH:19][c:20]([F:22])[cH:21]3)[c:11]12. Starting materials: CCO, COc1cc2c(c3c1OC(C)(C)C3)C(c1ccccc1)=NC(C)(CN1C(=O)c3ccccc3C1=O)C2, NN, [Na+], [OH-], O, O. Yields the product COc1cc2c(c3c1OC(C)(C)C3)C(c1ccccc1)=NC(C)(CN)C2. Reaction SMILES: [CH3:42][CH2:43][OH:44].[CH3:4][O:5][c:6]1[cH:7][c:8]2[c:13]([c:14]3[c:15]1[O:16][C:17]([CH3:19])([CH3:20])[CH2:18]3)[C:12]([c:21]1[cH:22][cH:23][cH:24][cH:25][cH:26]1)=[N:11][C:10]([CH3:27])([CH2:28][N:29]1[C:30](=[O:31])[c:32]3[c:33]([cH:34][cH:35][cH:36][cH:37]3)[C:38]1=[O:39])[CH2:9]2.[NH2:2][NH2:3].[Na+:41].[OH-:40].[OH2:1].[OH2:45]>>[CH3:4][O:5][c:6]1[cH:7][c:8]2[c:13]([c:14]3[c:15]1[O:16][C:17]([CH3:19])([CH3:20])[CH2:18]3)[C:12]([c:21]1[cH:22][cH:23][cH:24][cH:25][cH:26]1)=[N:11][C:10]([CH3:27])([CH2:28][NH2:29])[CH2:9]2. The reactants are Cc1cc2cnccc2o1, CCOCC, CC#N, NOc1ccc([N+](=O)[O-])cc1[N+](=O)[O-]. The product is Cc1cc2c[n+](N)ccc2o1, O=[N+]([O-])c1ccc([O-])c([N+](=O)[O-])c1. Reaction SMILES: [CH3:1][c:2]1[cH:3][c:4]2[cH:5][n:6][cH:7][cH:8][c:9]2[o:10]1.[CH3:25][CH2:26][O:27][CH2:28][CH3:29].[CH3:30][C:31]#[N:32].[NH2:11][O:12][c:13]1[c:14]([N+:22](=[O:23])[O-:24])[cH:15][c:16]([N+:19](=[O:20])[O-:21])[cH:17][cH:18]1>>[CH3:1][c:2]1[cH:3][c:4]2[cH:5][n+:6]([NH2:11])[cH:7][cH:8][c:9]2[o:10]1.[O-:12][c:13]1[c:14]([N+:22](=[O:23])[O-:24])[cH:15][c:16]([N+:19](=[O:20])[O-:21])[cH:17][cH:18]1.